Task: describe an organic reaction: reactants, conditions, products, and yield. Dataset: the Open Reaction Database (ORD), a public repository of structured organic reaction records Reactants: Cl.COC=1C=C(C=CC1)NN (3-Methoxyphenylhydrazine hydrochloride). Run in [OH-].[Na+] (NaOH). Yields the product COC=1C=C(C=CC1)NN (3-methoxyphenylhydrazine). Reaction SMILES: Cl.[CH3:2][O:3][C:4]1[CH:5]=[C:6]([NH:10][NH2:11])[CH:7]=[CH:8][CH:9]=1>[OH-].[Na+]>[CH3:2][O:3][C:4]1[CH:5]=[C:6]([NH:10][NH2:11])[CH:7]=[CH:8][CH:9]=1 |f:0.1,2.3|. Procedure: 3-Methoxyphenylhydrazine hydrochloride (1 g) was suspended in 1M aqueous NaOH solution and extracted with ether. The organic phase was dried (MgSO4), filtered and concentrated to dryness to give 3-methoxyphenylhydrazine. 2,5-Dibromobenzaldehyde (1 g) and N-methylpyrrolidone (3.7 ml) were added and the mixture was heated under microwave conditions to 160° C. for 10 min. K2CO3 (1.015 g), CuI (36 mg) and trans-N,N′-dimethyl-cyclohexane-1,2-diamine (53 mg) were added and the mixture was heated under... The reactants are ClC1=CC=C(CNC(=O)C=2C(=C3C(=NC2)SC(=C3)I)O)C=C1 (N-(4-chlorobenzyl)-4-hydroxy-2-iodothieno[2,3-b]pyridine-5-carboxamide), C(#N)[Cu] (CuCN). Solvent: N1=CC=CC=C1 (pyridine). Conditions: time 18 hour. Yields the product ClC1=CC=C(CNC(=O)C=2C(=C3C(=NC2)SC(=C3)C#N)O)C=C1 (N-(4-Chlorobenzyl)-2-cyano-4-hydroxythieno[2,3-b]pyridine-5-carboxamide). Isolated yield 25.9%. RXN SMILES: [Cl:1][C:2]1[CH:22]=[CH:21][C:5]([CH2:6][NH:7][C:8]([C:10]2[C:11]([OH:20])=[C:12]3[CH:18]=[C:17](I)[S:16][C:13]3=[N:14][CH:15]=2)=[O:9])=[CH:4][CH:3]=1.[C:23]([Cu])#[N:24]>N1C=CC=CC=1>[Cl:1][C:2]1[CH:22]=[CH:21][C:5]([CH2:6][NH:7][C:8]([C:10]2[C:11]([OH:20])=[C:12]3[CH:18]=[C:17]([C:23]#[N:24])[S:16][C:13]3=[N:14][CH:15]=2)=[O:9])=[CH:4][CH:3]=1. Procedure: To a solution of N-(4-chlorobenzyl)-4-hydroxy-2-iodothieno[2,3-b]pyridine-5-carboxamide (Example No. 2) (0.500 g) in pyridine (5 mL) is added CuCN (0.201 g). The reaction is heated to reflux and stirred for 18 h. The reaction mixture is purified via column chromatography (CH2Cl2:CH3OH; 98:2). Fractions homogeneous by TLC are combined and concentrated in vacuo to yield a pale yellow solid which is recrystallized from methanol to yield 0.100 g (26%) of the title compound as an off-white solid. The reactants are CN1CCN(CC1)C1=CC=C(C=C1)NC=1N=CC2=C(N1)N(C=C(C2=O)C#N)C2=CC=CC=C2 (2-[4-(4-Methyl-piperazin-1-yl)-phenylamino]-5-oxo-8-phenyl-5,8-dihydro-pyrido[2,3-d]pyrimidine-6-carbonitrile), [OH-].[K+] (potassium hydroxide), O (water). Run in C(C)(C)(C)O (t-butanol). Run at temperature 85 celsius, time 1 hour. Product: CN1CCN(CC1)C1=CC=C(C=C1)NC=1N=CC2=C(N1)N(C=C(C2=O)C(=O)N)C2=CC=CC=C2 (2-[4-(4-methyl-piperazin-1-yl)-phenylamino]-5-oxo-8-phenyl-5,8-dihydro-pyrido[2,3-d]pyrimidine-6-carboxylic acid amide). Isolated yield 76.8%. Reaction SMILES: [CH3:1][N:2]1[CH2:7][CH2:6][N:5]([C:8]2[CH:13]=[CH:12][C:11]([NH:14][C:15]3[N:16]=[CH:17][C:18]4[C:24](=[O:25])[C:23]([C:26]#[N:27])=[CH:22][N:21]([C:28]5[CH:33]=[CH:32][CH:31]=[CH:30][CH:29]=5)[C:19]=4[N:20]=3)=[CH:10][CH:9]=2)[CH2:4][CH2:3]1.[OH-:34].[K+].O>C(O)(C)(C)C>[CH3:1][N:2]1[CH2:3][CH2:4][N:5]([C:8]2[CH:9]=[CH:10][C:11]([NH:14][C:15]3[N:16]=[CH:17][C:18]4[C:24](=[O:25])[C:23]([C:26]([NH2:27])=[O:34])=[CH:22][N:21]([C:28]5[CH:33]=[CH:32][CH:31]=[CH:30][CH:29]=5)[C:19]=4[N:20]=3)=[CH:12][CH:13]=2)[CH2:6][CH2:7]1 |f:1.2|. Reported procedure: To a solution of 2-[4-(4-Methyl-piperazin-1-yl)-phenylamino]-5-oxo-8-phenyl-5,8-dihydro-pyrido[2,3-d]pyrimidine-6-carbonitrile (Example 13F, 9 mg) in 1 mL of t-butanol was added potassium hydroxide (ground, 5 mg). The mixture was stirred at 85° C. for 1 hour. After cooling to rt, water was added and the precipitates were extracted into EtOAc. The organic layer was washed with brine and dried over Na2SO4. The solvent was evaporated under vacuum to leave 2-[4-(4-methyl-piperazin-1-yl)-phenylamino]...